This data is from the Open Reaction Database (ORD), a public repository of structured organic reaction records. The task is: describe an organic reaction: reactants, conditions, products, and yield Starting materials: CN(CCC1=C(C2=C(S1)C=C(C=C2)C)C(=O)C2=NC=CC=C2)C ([2-(2-dimethylamino-ethyl)-6-methyl-benzo[b]thiophen-3-yl]-pyridin-2-yl-methanone), [Li]C (MeLi), [Li]C (MeLi). Solvent: C1(=CC=CC=C1)C (toluene). Run at time 2 hour. The product is CN(CCC1=C(C2=C(S1)C=C(C=C2)C)C(C)(O)C2=NC=CC=C2)C (1-[2-(2-dimethylamino-ethyl)-6-methyl-benzo[b]thiophen-3-yl]-1-pyridin-2-yl-ethanol). RXN SMILES: [CH3:1][N:2]([CH3:23])[CH2:3][CH2:4][C:5]1[S:9][C:8]2[CH:10]=[C:11]([CH3:14])[CH:12]=[CH:13][C:7]=2[C:6]=1[C:15]([C:17]1[CH:22]=[CH:21][CH:20]=[CH:19][N:18]=1)=[O:16].[Li][CH3:25]>C1(C)C=CC=CC=1>[CH3:23][N:2]([CH3:1])[CH2:3][CH2:4][C:5]1[S:9][C:8]2[CH:10]=[C:11]([CH3:14])[CH:12]=[CH:13][C:7]=2[C:6]=1[C:15]([C:17]1[CH:22]=[CH:21][CH:20]=[CH:19][N:18]=1)([OH:16])[CH3:25]. Reported procedure: To a cooled (−78° C.) solution of [2-(2-dimethylamino-ethyl)-6-methyl-benzo[b]thiophen-3-yl]-pyridin-2-yl-methanone (0.444 g, 1.50 mmol) in anhydrous toluene (5 mL), MeLi (1 mL, 1.6 mmol, 1.6 M in ether) was added and the mixture was stirred while the temperature was kept <−60° C. After 2 hours, an additional aliquot of MeLi (0.2 mL, 0.32 mmol) was added and stirring was continued for another 2 hours. The reaction was quenched with a mixture of 1.3 mL 6N HCl and 2.6 mL MeOH while keeping the tem... Reaction SMILES: [C:1](=[O:2])([CH3:3])[S:4][CH2:5][CH:6]1[C:7](=[O:19])[NH:8][CH:9]([C:16](=[O:17])[NH2:18])[CH2:10][CH2:11][CH2:12][CH2:13][CH2:14][CH2:15]1.[CH3:23][CH2:24][OH:25].[ClH:22].[Na+:21].[OH-:20]>>[SH:4][CH2:5][CH:6]1[C:7](=[O:19])[NH:8][CH:9]([C:16](=[O:17])[NH2:18])[CH2:10][CH2:11][CH2:12][CH2:13][CH2:14][CH2:15]1. Starting materials: CC(=O)SCC1CCCCCCC(C(N)=O)NC1=O, CCO, Cl, [Na+], [OH-]. Yields the product NC(=O)C1CCCCCCC(CS)C(=O)N1. Starting materials: BrCc1ccccc1, O=C([O-])[O-], CC(=O)n1cc(-c2cccc(Br)c2)c(OCc2ccccc2)n1, CCC(C)=O, ClCCl, [K+], [K+]. Product: Brc1cccc(-c2c[nH]nc2OCc2ccccc2)c1. RXN SMILES: [Br:7][CH2:8][c:9]1[cH:10][cH:11][cH:12][cH:13][cH:14]1.[C:1](=[O:2])([O-:3])[O-:4].[CH2:15]([c:16]1[cH:17][cH:18][cH:19][cH:20][cH:21]1)[O:22][c:23]1[n:24][n:25]([C:35](=[O:36])[CH3:37])[cH:26][c:27]1-[c:28]1[cH:29][c:30]([Br:34])[cH:31][cH:32][cH:33]1.[CH2:38]([C:39]([CH3:40])=[O:41])[CH3:42].[Cl:43][CH2:44][Cl:45].[K+:5].[K+:6]>>[CH2:15]([c:16]1[cH:17][cH:18][cH:19][cH:20][cH:21]1)[O:22][c:23]1[n:24][nH:25][cH:26][c:27]1-[c:28]1[cH:29][c:30]([Br:34])[cH:31][cH:32][cH:33]1.